This data is from the Open Reaction Database (ORD), a public repository of structured organic reaction records. The task is: describe an organic reaction: reactants, conditions, products, and yield Procedure: 2.42 g of 4-acetyl-1-(2-pyrimidinyl)-5-methylpyrazole, 2.89 g of the compound obtained in the above (1) and 12 ml of a 1N hydrochloric acid/ethanol solution were dissolved in 150 ml of ethanol and heated under reflux for 32 hours. During this period, 10 g of paraformaldehyde was added thereto in portions. The reaction mixture was evaporated and the residue was neutralized by adding an aqueous solution of sodium hydroxide. After extracting with chloroform, the extract was washed with a saturated ... RXN SMILES: Cl.[CH3:2][C:3]1[N:7]([C:8]2[N:13]=[CH:12][CH:11]=[CH:10][N:9]=2)[N:6]=[CH:5][C:4]=1[C:14](=[O:27])[CH2:15]CN1CCC2C(=CC=CC=2)C1.Cl.C(O)C>>[C:14]([C:4]1[CH:5]=[N:6][N:7]([C:8]2[N:13]=[CH:12][CH:11]=[CH:10][N:9]=2)[C:3]=1[CH3:2])(=[O:27])[CH3:15] |f:0.1,2.3|. The reactants are Cl.CC1=C(C=NN1C1=NC=CC=N1)C(CCN1CC2=CC=CC=C2CC1)=O (1-[5-Methyl-1-(2-pyrimidinyl)-4-pyrazolyl]-3-(1,2,3,4-tetrahydroisoquinolin-2-yl)-1-propanone hydrochloride), Cl.C(C)O (hydrochloric acid ethanol). The product is C(C)(=O)C=1C=NN(C1C)C1=NC=CC=N1 (4-acetyl-1-(2-pyrimidinyl)-5-methylpyrazole), compound.